Dataset: the Open Reaction Database (ORD), a public repository of structured organic reaction records. Task: describe an organic reaction: reactants, conditions, products, and yield Procedure: A solution of 2,3-dihydro-1H-pyrano[3,2-f]quinolin-2-amine (intermediate 1a) (0.68 g, 3.4 mmol), 3-(3-bromopropyl)-5-fluoro-1H-indole (0.58 g, 2.26 mmol), and triethylamine (0.63 mL, 4.52 mmol) in anhydrous dimethylsulfoxide (40 mL) was stirred at 80° C. for 12 hrs. The reaction mixture was poured into ice-H2O and extracted with methylene chloride. The organic layer was dried over anhydrous sodium sulfate, filtered and concentrated under vacuum. Chromatography (5% MeOH/CH2Cl2) afforded 0.54 g (6... Run in C(C)(=O)OCC (ethyl acetate). Product: FC=1C=C2C(=CNC2=CC1)CCCNC1CC2=C3C=CC=NC3=CC=C2OC1 (N-[3-(5-fluoro-1H-indol-3-yl)propyl]-2,3-dihydro-1H-pyrano[3,2-f]quinolin-2-amine). Reaction SMILES: Cl.Cl.CCOCC.Cl.Cl.[F:10][C:11]1[CH:12]=[C:13]2[C:17](=[CH:18][CH:19]=1)[NH:16][CH:15]=[C:14]2[CH2:20][CH2:21][CH2:22][NH:23][CH:24]1[CH2:37][O:36][C:35]2[C:26](=[C:27]3[C:32](=[CH:33][CH:34]=2)[N:31]=[CH:30][CH:29]=[CH:28]3)[CH2:25]1.O>C(OCC)(=O)C>[F:10][C:11]1[CH:12]=[C:13]2[C:17](=[CH:18][CH:19]=1)[NH:16][CH:15]=[C:14]2[CH2:20][CH2:21][CH2:22][NH:23][CH:24]1[CH2:37][O:36][C:35]2[C:26](=[C:27]3[C:32](=[CH:33][CH:34]=2)[N:31]=[CH:30][CH:29]=[CH:28]3)[CH2:25]1 |f:1.2,3.4.5|. Reactants: O (H2O), Cl (HCl), Cl.Cl.FC=1C=C2C(=CNC2=CC1)CCCNC1CC2=C3C=CC=NC3=CC=C2OC1 (N-[3-(5-fluoro-1H-indol-3-yl)propyl]-2,3-dihydro-1H-pyrano[3,2-f]quinolin-2-amine bis-hydrochloride salt), Cl.CCOCC (HCl Et2O).